Dataset: the Open Reaction Database (ORD), a public repository of structured organic reaction records. Task: describe an organic reaction: reactants, conditions, products, and yield The reactants are ester, COC(C1=C(C=CC(=C1)C=1SC=C(N1)C1=CC(=C(C=C1)Cl)Cl)Br)=O (2-bromo-5-[4-(3,4-dichloro-phenyl)-thiazol-2-yl]-benzoic acid methyl ester), COC(C1=C(C=CC(=C1)C=1SC=C(N1)C1=CC(=C(C=C1)Cl)Cl)Br)=O (2-bromo-5-[4-(3,4-dichloro-phenyl)-thiazol-2-yl]-benzoic acid methyl ester), ClC=1C=C(C=NC1)B(O)O (5-chloropyridine-3-boronic acid). The product is ClC=1C=C(C=NC1)C1=C(C(=O)O)C=C(C=C1)C=1SC=C(N1)C1=CC(=C(C=C1)Cl)Cl (2-(5-chloro-pyridin-3-yl)-5-[4-(3,4-dichloro-phenyl)-thiazol-2-yl]-benzoic acid). The yield is 8.7%. As a reaction SMILES: C[O:2][C:3](=[O:24])[C:4]1[CH:9]=[C:8]([C:10]2[S:11][CH:12]=[C:13]([C:15]3[CH:20]=[CH:19][C:18]([Cl:21])=[C:17]([Cl:22])[CH:16]=3)[N:14]=2)[CH:7]=[CH:6][C:5]=1Br.[Cl:25][C:26]1[CH:27]=[C:28](B(O)O)[CH:29]=[N:30][CH:31]=1>>[Cl:25][C:26]1[CH:27]=[C:28]([C:5]2[CH:6]=[CH:7][C:8]([C:10]3[S:11][CH:12]=[C:13]([C:15]4[CH:20]=[CH:19][C:18]([Cl:21])=[C:17]([Cl:22])[CH:16]=4)[N:14]=3)=[CH:9][C:4]=2[C:3]([OH:2])=[O:24])[CH:29]=[N:30][CH:31]=1. Procedure details: Using the conditions of General Procedure B for Suzuki Coupling and Hydrolysis in Parallel Mode, 2-bromo-5-[4-(3,4-dichloro-phenyl)-thiazol-2-yl]-benzoic acid methyl ester (which may be prepared as described for Intermediate 6; 89 mg, 0.2 mmol) was reacted with and 5-chloropyridine-3-boronic acid (available from Combi-Blocks Inc.; 63 mg, 0.4 mmol). The resulting ester was hydrolyzed and the acid was purified to give 2-(5-chloro-pyridin-3-yl)-5-[4-(3,4-dichloro-phenyl)-thiazol-2-yl]-benzoic acid ... Starting materials: ClC(=O)C=1C=C(COC2CN(CCC2C2=CC=C(C=C2)OCCCOCC2=C(C=CC=C2)OC)C(=O)OC(C)(C)C)C=CC1C (tert-butyl 3-(3-chlorocarbonyl-4-methylbenzyloxy)-4-{4-[3-(2-methoxybenzyloxy)propoxy]phenyl}piperidine-1-carboxylate), COCCNC (2-methoxy-N-methylethylamine). Solvent: C1(=CC=CC=C1)C (toluene), C1(=CC=CC=C1)C (toluene). Reaction conditions: temperature 0 celsius, time 1 hour. The product is COC1=C(COCCCOC2=CC=C(C=C2)C2C(CN(CC2)C(=O)OC(C)(C)C)OCC2=CC(=C(C=C2)C)C(N(C)CCOC)=O)C=CC=C1 (tert-Butyl 4-{4-[3-(2-methoxybenzyloxy)propoxy]phenyl}-3-{3-[(2-methoxyethyl)methylcarbamoyl]-4-methylbenzyloxy}piperidine-1-carboxylate), SiO2. As a reaction SMILES: Cl[C:2]([C:4]1[CH:5]=[C:6]([CH:42]=[CH:43][C:44]=1[CH3:45])[CH2:7][O:8][CH:9]1[CH:14]([C:15]2[CH:20]=[CH:19][C:18]([O:21][CH2:22][CH2:23][CH2:24][O:25][CH2:26][C:27]3[CH:32]=[CH:31][CH:30]=[CH:29][C:28]=3[O:33][CH3:34])=[CH:17][CH:16]=2)[CH2:13][CH2:12][N:11]([C:35]([O:37][C:38]([CH3:41])([CH3:40])[CH3:39])=[O:36])[CH2:10]1)=[O:3].[CH3:46][O:47][CH2:48][CH2:49][NH:50][CH3:51]>C1(C)C=CC=CC=1>[CH3:34][O:33][C:28]1[CH:29]=[CH:30][CH:31]=[CH:32][C:27]=1[CH2:26][O:25][CH2:24][CH2:23][CH2:22][O:21][C:18]1[CH:19]=[CH:20][C:15]([CH:14]2[CH2:13][CH2:12][N:11]([C:35]([O:37][C:38]([CH3:41])([CH3:40])[CH3:39])=[O:36])[CH2:10][CH:9]2[O:8][CH2:7][C:6]2[CH:42]=[CH:43][C:44]([CH3:45])=[C:4]([C:2](=[O:3])[N:50]([CH2:49][CH2:48][O:47][CH3:46])[CH3:51])[CH:5]=2)=[CH:16][CH:17]=1. Procedure: The solution of 0.222 g of tert-butyl 3-(3-chlorocarbonyl-4-methylbenzyloxy)-4-{4-[3-(2-methoxybenzyloxy)propoxy]phenyl}piperidine-1-carboxylate in 6 ml of toluene is admixed at 0° C. with the solution of 0.129 g of 2-methoxy-N-methylethylamine in 6 ml of toluene. The reaction mixture is stirred at 0° C. over a further 1 hour and then concentrated by evaporation. The title compound is obtained as a colourless oil from the residue by means of flash chromatography (SiO2 60F). Rf=0.12 (1:2 EtOAc-he... Reaction SMILES: C([O:3][C:4](=[O:39])[CH2:5][O:6][C:7]1[C:16]2[C:11](=[CH:12][CH:13]=[CH:14][CH:15]=2)[C:10]([N:17]([CH3:38])[CH:18]([C:21]2[C:22]([CH3:37])=[N:23][C:24]([C:27]3[CH:32]=[CH:31][CH:30]=[C:29]([C:33]([F:36])([F:35])[F:34])[CH:28]=3)=[CH:25][CH:26]=2)[CH2:19][CH3:20])=[CH:9][CH:8]=1)C.[OH-].[Na+].Cl>C1COCC1.CCO>[CH3:38][N:17]([CH:18]([C:21]1[C:22]([CH3:37])=[N:23][C:24]([C:27]2[CH:32]=[CH:31][CH:30]=[C:29]([C:33]([F:34])([F:36])[F:35])[CH:28]=2)=[CH:25][CH:26]=1)[CH2:19][CH3:20])[C:10]1[C:11]2[C:16](=[CH:15][CH:14]=[CH:13][CH:12]=2)[C:7]([O:6][CH2:5][C:4]([OH:39])=[O:3])=[CH:8][CH:9]=1 |f:1.2,4.5|. Solvent: C1CCOC1.CCO (THF EtOH). Procedure details: 0.042 g (0.078 mmol) of the above prepared [rac]-[4-(methyl-{1-[2-methyl-6-(3-trifluoromethyl-phenyl)-pyridin-3-yl]-propyl}-amino)-naphthalen-1-yloxy]-acetic acid ethyl ester was dissolved in 0.84 ml of THF/EtOH=1/1, treated at 0° C. with 0.24 ml (3 eq.) of 1N NaOH, and kept at ambient temperature for 2 h. The reaction mixture was then neutralized with HCl dil. to pH 7, extracted with AcOEt, the organic layer was washed with water, dried over sodium sulfate, and evaporated to dryness to leave, a... Run at time 2 hour. Reactants: C(C)OC(COC1=CC=C(C2=CC=CC=C12)N(C(CC)C=1C(=NC(=CC1)C1=CC(=CC=C1)C(F)(F)F)C)C)=O ([rac]-[4-(methyl-{1-[2-methyl-6-(3-trifluoromethyl-phenyl)-pyridin-3-yl]-propyl}-amino)-naphthalen-1-yloxy]-acetic acid ethyl ester), [OH-].[Na+] (NaOH), Cl (HCl). Product: CN(C1=CC=C(C2=CC=CC=C12)OCC(=O)O)C(CC)C=1C(=NC(=CC1)C1=CC(=CC=C1)C(F)(F)F)C ([rac]-[4-(Methyl-{1-[2-methyl-6-(3-trifluoromethyl-phenyl)-pyridin-3-yl]-propyl}-amino)-naphthalen-1-yloxy]-acetic acid).